The task is: describe an organic reaction: reactants, conditions, products, and yield. This data is from the Open Reaction Database (ORD), a public repository of structured organic reaction records. The reactants are CNOC, CCN=C=NCCCN(C)C, ClCCl, Cl, Nc1ccc(Cl)cc1C(=O)O, O, On1nnc2ccccc21. The product is CON(C)C(=O)c1cc(Cl)ccc1N. RXN SMILES: [CH3:13][NH:14][O:15][CH3:16].[CH3:27][CH2:28][N:29]=[C:30]=[N:31][CH2:32][CH2:33][CH2:34][N:35]([CH3:36])[CH3:37].[Cl:38][CH2:39][Cl:40].[ClH:12].[NH2:1][c:2]1[c:3]([C:4](=[O:5])[OH:6])[cH:7][c:8]([Cl:11])[cH:9][cH:10]1.[OH2:41].[OH:17][n:18]1[c:19]2[c:20]([cH:21][cH:22][cH:23][cH:24]2)[n:25][n:26]1>>[NH2:1][c:2]1[c:3]([C:4](=[O:5])[N:14]([CH3:13])[O:15][CH3:16])[cH:7][c:8]([Cl:11])[cH:9][cH:10]1.